This data is from the Open Reaction Database (ORD), a public repository of structured organic reaction records. The task is: describe an organic reaction: reactants, conditions, products, and yield Reactants: N (ammonia), ClC1=NC(=CC(=N1)Cl)OC(F)(F)F (2,4-dichloro-6-trifluoromethoxypyrimidine). The solvent is C(C)(C)(C)OC (methyl tert-butyl ether). Conditions: time 1 hour. The product is NC1(NC(=NC=C1)Cl)Cl (4-amino-2,4-dichloropyrimidine). Yield: 32.5%. Reaction SMILES: [NH3:1].[Cl:2][C:3]1[N:8]=[C:7]([Cl:9])[CH:6]=[C:5](OC(F)(F)F)[N:4]=1>C(OC)(C)(C)C>[NH2:1][C:7]1([Cl:9])[CH:6]=[CH:5][N:4]=[C:3]([Cl:2])[NH:8]1. Reported procedure: 4.3 g (0.25 mol) of gaseous ammonia were passed into a mixture of 23.3 g (0.1 mol) of 2,4-dichloro-6-trifluoromethoxypyrimidine in 150 ml of methyl tert-butyl ether in the course of 45 minutes while stirring at -50° to -45° C. Stirring was continued for 30 minutes at -50° C., for 1 hour at -30° C. and for 1 hour at 25° C. The precipitate which separated out was filtered off under suction, washed with water and dried, 5.4 g (33.1% of theory) of 4-amino-2,4-dichloropyrimidine of melting point 270°...